From a dataset of the Open Reaction Database (ORD), a public repository of structured organic reaction records. describe an organic reaction: reactants, conditions, products, and yield The reactants are [BH4-].[Na+] (NaBH4), [S] (sulfur), [N+](=O)([O-])C1=CC=C(C=C1)C1=NC(=NO1)C1=NC=CC=C1 (5-(4-nitrophenyl)-3-(2-pyridyl)-1,2,4-oxadiazole). Solvent: O1CCCC1 (tetrahydrofuran), O1CCCC1 (tetrahydrofuran). Product: NC1=CC=C(C=C1)C1=NC(=NO1)C1=NC=CC=C1 (5-(4-aminophenyl)-3-(2-pyridyl)-1,2,4-oxadiazole). Yield: 42.0%. RXN SMILES: [N+:1]([C:4]1[CH:9]=[CH:8][C:7]([C:10]2[O:14][N:13]=[C:12]([C:15]3[CH:20]=[CH:19][CH:18]=[CH:17][N:16]=3)[N:11]=2)=[CH:6][CH:5]=1)([O-])=O.[BH4-].[Na+].[S]>O1CCCC1>[NH2:1][C:4]1[CH:9]=[CH:8][C:7]([C:10]2[O:14][N:13]=[C:12]([C:15]3[CH:20]=[CH:19][CH:18]=[CH:17][N:16]=3)[N:11]=2)=[CH:6][CH:5]=1 |f:1.2,^3:22|. Procedure details: A solution of 2.5 g (0.01 mole) of 5-(4-nitrophenyl)-3-(2-pyridyl)-1,2,4-oxadiazole in 200 ml of tetrahydrofuran is added slowly to a solution of NaBH2S3 which is prepared by stirring 0.36 g of NaBH4 and 0.96 g of sulfur in 50 ml of tetrahydrofuran for 0.5 hour. The reaction mixture is then refluxed for 24 hours. The mixture is filtered, cooled, and the solvent is evaporated in vacuo to give 1.0 g (42% yield) of the title compound. Reactants: FC(C=1C(=NC=CC1)C1=CC=C2C(=CC(=NC2=N1)C#N)NC1=NC=C(C=C1)C(F)(F)F)(F)F (7-[3-(trifluoromethyl)pyridin-2-yl]-4-{[5-(trifluoromethyl)pyridin-2-yl]amino}-1,8-naphthyridine-2-carbonitrile), OS(=O)(=O)O (H2SO4). Run at time 8 hour. Product: FC(C=1C(=NC=CC1)C1=CC=C2C(=CC(=NC2=N1)C(=O)N)NC1=NC=C(C=C1)C(F)(F)F)(F)F (7-[3-(Trifluoromethyl)pyridin-2-yl]-4-{[5-(trifluoromethyl)pyridin-2-yl]amino}-1,8-naphthyridine-2-carboxamide). As a reaction SMILES: [F:1][C:2]([F:33])([F:32])[C:3]1[C:4]([C:9]2[N:18]=[C:17]3[C:12]([C:13]([NH:21][C:22]4[CH:27]=[CH:26][C:25]([C:28]([F:31])([F:30])[F:29])=[CH:24][N:23]=4)=[CH:14][C:15]([C:19]#[N:20])=[N:16]3)=[CH:11][CH:10]=2)=[N:5][CH:6]=[CH:7][CH:8]=1.[OH:34]S(O)(=O)=O>>[F:33][C:2]([F:1])([F:32])[C:3]1[C:4]([C:9]2[N:18]=[C:17]3[C:12]([C:13]([NH:21][C:22]4[CH:27]=[CH:26][C:25]([C:28]([F:29])([F:30])[F:31])=[CH:24][N:23]=4)=[CH:14][C:15]([C:19]([NH2:20])=[O:34])=[N:16]3)=[CH:11][CH:10]=2)=[N:5][CH:6]=[CH:7][CH:8]=1. Reported procedure: Dissolve 7-[3-(trifluoromethyl)pyridin-2-yl]-4-{[5-(trifluoromethyl)pyridin-2-yl]amino}-1,8-naphthyridine-2-carbonitrile (25 mg, 0.054 mmol) in concentrated H2SO4 (2 mL) and stir the mixture overnight at ambient temperature. Pour the mixture onto ice and adjust the pH to about 7-8. Filter off the resulting precipitate to yield the title compound as an off-white solid. MS 479.02 (M+1). 1H NMR δ (CD3OD) 9.32 (1H, s), 9.10 (1H, d), 8.97 (1H, d), 8.71 (1H, s), 8.41 (1H, d), 8.05 (1H, d), 7.95 (1H, d...